Task: describe an organic reaction: reactants, conditions, products, and yield. Dataset: the Open Reaction Database (ORD), a public repository of structured organic reaction records The reactants are O=C([O-])O, CS(=O)(=O)OCCOCc1ccccc1, Nc1ccc(Cl)cc1, [Na+], C1COCCO1. Product: Clc1ccc(NCCOCc2ccccc2)cc1. As a reaction SMILES: [C:24](=[O:25])([O-:26])[OH:27].[CH2:9]([c:10]1[cH:11][cH:12][cH:13][cH:14][cH:15]1)[O:16][CH2:17][CH2:18][O:19][S:20]([CH3:21])(=[O:22])=[O:23].[Cl:1][c:2]1[cH:3][cH:4][c:5]([NH2:6])[cH:7][cH:8]1.[Na+:28].[O:29]1[CH2:30][CH2:31][O:32][CH2:33][CH2:34]1>>[Cl:1][c:2]1[cH:3][cH:4][c:5]([NH:6][CH2:18][CH2:17][O:16][CH2:9][c:10]2[cH:11][cH:12][cH:13][cH:14][cH:15]2)[cH:7][cH:8]1. Reactants: CC1=C(C(=CC=C1)C)NC(=O)C=1C=C(N)C=C(C1OC)Cl (3-[N-(2,6-dimethylphenyl)carbamoyl]-4-methoxy-5-chloroaniline), C(C)N(C(=S)Cl)CC (diethylthiocarbamoyl chloride), ClC1=CC=CC=C1 (chlorobenzene), O (water). The solvent is C(Cl)Cl (methylene chloride). Product: CC1=C(C(=CC=C1)C)NC(=O)C=1C=C(C=C(C1OC)Cl)N=C=S (3-[N-(2,6-dimethylphenyl)carbamoyl]-4-methoxy-5-chlorophenyl isothiocyanate). Yield: 46.0%. As a reaction SMILES: [CH3:1][C:2]1[CH:7]=[CH:6][CH:5]=[C:4]([CH3:8])[C:3]=1[NH:9][C:10]([C:12]1[CH:13]=[C:14]([CH:16]=[C:17]([Cl:21])[C:18]=1[O:19][CH3:20])[NH2:15])=[O:11].C(N(CC)[C:25](Cl)=[S:26])C.ClC1C=CC=CC=1.O>C(Cl)Cl>[CH3:1][C:2]1[CH:7]=[CH:6][CH:5]=[C:4]([CH3:8])[C:3]=1[NH:9][C:10]([C:12]1[CH:13]=[C:14]([N:15]=[C:25]=[S:26])[CH:16]=[C:17]([Cl:21])[C:18]=1[O:19][CH3:20])=[O:11]. Procedure: A mixture of 3-[N-(2,6-dimethylphenyl)carbamoyl]-4-methoxy-5-chloroaniline (650 mg), diethylthiocarbamoyl chloride (360 mg) and chlorobenzene (6 ml) is refluxed for 30 minutes. The reaction mixture is mixed with water and shaken with methylene chloride. The organic layer is washed with water, dried over Glauber's salt and concentrated to remove the solvent. The residue is chromatographed on a column of silica gel, which is eluted with methylene chloride. The eluted fractions are collected and th... RXN SMILES: [CH2:60]([N+:61]([CH2:62][CH2:63][CH2:64][CH3:65])([CH2:66][CH2:67][CH2:68][CH3:69])[CH2:70][CH2:71][CH2:72][CH3:73])[CH2:74][CH2:75][CH3:76].[CH2:77]1[O:78][CH2:79][CH2:80][CH2:81]1.[CH3:1][O:2][C:3]([CH:4]([CH2:5][c:6]1[cH:7][c:8]([Br:49])[c:9]([O:12][CH:13]([CH2:14][O:15][Si:16]([C:17]([CH3:18])([CH3:19])[CH3:20])([c:21]2[cH:22][cH:23][cH:24][cH:25][cH:26]2)[c:27]2[cH:28][cH:29][cH:30][cH:31][cH:32]2)[c:33]2[cH:34][cH:35][c:36]([O:39][CH2:40][c:41]3[cH:42][c:43]([Cl:48])[c:44]([Cl:47])[cH:45][cH:46]3)[cH:37][cH:38]2)[cH:10][cH:11]1)[NH:50][C:51](=[O:52])[O:53][C:54]([CH3:55])([CH3:56])[CH3:57])=[O:58].[F-:59]>>[CH3:1][O:2][C:3]([CH:4]([CH2:5][c:6]1[cH:7][c:8]([Br:49])[c:9]([O:12][CH:13]([CH2:14][OH:15])[c:33]2[cH:34][cH:35][c:36]([O:39][CH2:40][c:41]3[cH:42][c:43]([Cl:48])[c:44]([Cl:47])[cH:45][cH:46]3)[cH:37][cH:38]2)[cH:10][cH:11]1)[NH:50][C:51](=[O:52])[O:53][C:54]([CH3:55])([CH3:56])[CH3:57])=[O:58]. The product is COC(=O)C(Cc1ccc(OC(CO)c2ccc(OCc3ccc(Cl)c(Cl)c3)cc2)c(Br)c1)NC(=O)OC(C)(C)C. Starting materials: CCCC[N+](CCCC)(CCCC)CCCC, C1CCOC1, COC(=O)C(Cc1ccc(OC(CO[Si](c2ccccc2)(c2ccccc2)C(C)(C)C)c2ccc(OCc3ccc(Cl)c(Cl)c3)cc2)c(Br)c1)NC(=O)OC(C)(C)C, [F-]. The reactants are CC1(OCCO1)C1=CC=C(O1)CN1N=C(C=C1)N (1-[5-(2-methyl-[1,3]dioxolan-2-yl)-furan-2-ylmethyl]-1H-pyrazol-3-ylamine), [Li+].FC(C1=CC=CC(=N1)C1=C(N=CO1)C(=O)[O-])(F)F (5-(6-trifluoromethyl-pyridin-2-yl)-oxazole-4-carboxylic acid lithium salt). The product is C(C)(=O)C1=CC=C(O1)CN1N=C(C=C1)NC(=O)C=1N=COC1C1=NC(=CC=C1)C(F)(F)F (5-(6-Trifluoromethyl-pyridin-2-yl)-oxazole-4-carboxylic acid [1-(5-acetyl-furan-2-ylmethyl)-1H-pyrazol-3-yl]-amide). RXN SMILES: [CH3:1][C:2]1([C:7]2[O:11][C:10]([CH2:12][N:13]3[CH:17]=[CH:16][C:15]([NH2:18])=[N:14]3)=[CH:9][CH:8]=2)[O:6]CCO1.[Li+].[F:20][C:21]([F:37])([F:36])[C:22]1[N:27]=[C:26]([C:28]2[O:32][CH:31]=[N:30][C:29]=2[C:33]([O-])=[O:34])[CH:25]=[CH:24][CH:23]=1>>[C:2]([C:7]1[O:11][C:10]([CH2:12][N:13]2[CH:17]=[CH:16][C:15]([NH:18][C:33]([C:29]3[N:30]=[CH:31][O:32][C:28]=3[C:26]3[CH:25]=[CH:24][CH:23]=[C:22]([C:21]([F:37])([F:20])[F:36])[N:27]=3)=[O:34])=[N:14]2)=[CH:9][CH:8]=1)(=[O:6])[CH3:1] |f:1.2|. Procedure: Following general procedure Z3 followed by C, starting from 1-[5-(2-methyl-[1,3]dioxolan-2-yl)-furan-2-ylmethyl]-1H-pyrazol-3-ylamine and 5-(6-trifluoromethyl-pyridin-2-yl)-oxazole-4-carboxylic acid lithium salt. LC-MS-conditions 01: tR=0.90 min; [M+H]+=445.99. The reactants are OC1=C(NC(C2=CC=C(C=C12)OC(C)C)=O)C(=O)OCCCC (1-butyl 4-hydroxy-6-(2-propyloxy)-1(2H)isoquinolone-3-carboxylate), P(=O)(Cl)(Cl)Cl (phosphorus oxychloride). Run in CCCCCCC.C(C)(=O)OCC (heptane ethyl acetate). Product: ClC1=NC(=C(C2=CC(=CC=C12)OC(C)C)O)C(=O)OCCCC (1-Butyl 1-chloro-4-hydroxy-6-(2-propyloxy)isoquinoline-3-carboxylate). As a reaction SMILES: [OH:1][C:2]1[C:11]2[C:6](=[CH:7][CH:8]=[C:9]([O:12][CH:13]([CH3:15])[CH3:14])[CH:10]=2)[C:5](=O)[NH:4][C:3]=1[C:17]([O:19][CH2:20][CH2:21][CH2:22][CH3:23])=[O:18].P(Cl)(Cl)([Cl:26])=O>CCCCCCC.C(OCC)(=O)C>[Cl:26][C:5]1[C:6]2[C:11](=[CH:10][C:9]([O:12][CH:13]([CH3:15])[CH3:14])=[CH:8][CH:7]=2)[C:2]([OH:1])=[C:3]([C:17]([O:19][CH2:20][CH2:21][CH2:22][CH3:23])=[O:18])[N:4]=1 |f:2.3|. Procedure details: 2.0 g of compound B from Example 1e) were reacted with phosphorus oxychloride analogously to 1f). After chromatography using heptane/ethyl acetate (4:1) on silica gel, 1.5 g of product were isolated; m.p. 116-118° C. (from petroleum ether).